Dataset: the Open Reaction Database (ORD), a public repository of structured organic reaction records. Task: describe an organic reaction: reactants, conditions, products, and yield Reactants: CCO, Cl, O=Cc1cccc(F)c1, [Na], N#CCc1ccncc1. Yields the product N#CC(=Cc1cccc(F)c1)c1ccncc1. As a reaction SMILES: [CH3:21][CH2:22][OH:23].[ClH:2].[F:12][c:13]1[cH:14][c:15]([CH:16]=[O:17])[cH:18][cH:19][cH:20]1.[Na:1].[n:3]1[cH:4][cH:5][c:6]([CH2:9][C:10]#[N:11])[cH:7][cH:8]1>>[n:3]1[cH:4][cH:5][c:6]([C:9]([C:10]#[N:11])=[CH:16][c:15]2[cH:14][c:13]([F:12])[cH:20][cH:19][cH:18]2)[cH:7][cH:8]1. Starting materials: C(C)(=O)OCC (ethyl acetate), CO (methanol), ClC=1C=C(OCC(CP(OC)(OC)=O)=NO)C=CC1 (dimethyl 3-(3-chlorophenoxy)-2-oximinopropylphosphonate), ClC=1C=C(OCC(CP(OC)(OC)=O)=NNC(=O)N)C=CC1 (dimethyl 3-(3-chlorophenoxy)-2-semicarbazonopropylphosphonate). Solvent: C(Cl)Cl (methylene dichloride), C1(=CC=CC=C1)C (toluene), C1(=CC=CC=C1)C (toluene). Yields the product ClC=1C=C(OCC(CP(OC)(OC)=O)=O)C=CC1 (dimethyl 3-(3-chlorophenoxy)-2-oxopropylphosphonate). As a reaction SMILES: [Cl:1][C:2]1[CH:3]=[C:4]([CH:17]=[CH:18][CH:19]=1)[O:5][CH2:6][C:7](=NO)[CH2:8][P:9](=[O:14])([O:12][CH3:13])[O:10][CH3:11].ClC1C=C(C=CC=1)[O:24]CC(=NNC(N)=O)CP(=O)(OC)OC.C(OCC)(=O)C.CO>C1(C)C=CC=CC=1.C(Cl)Cl>[Cl:1][C:2]1[CH:3]=[C:4]([CH:17]=[CH:18][CH:19]=1)[O:5][CH2:6][C:7](=[O:24])[CH2:8][P:9](=[O:14])([O:12][CH3:13])[O:10][CH3:11]. Procedure: The process described in Example 1 was repeated, using a solution in toluene of dimethyl 3-(3-chlorophenoxy)-2-oximinopropylphosphonate in place of the solution in toluene of dimethyl 3-(3-chlorophenoxy)-2-semicarbazonopropylphosphonate, to give dimethyl 3-(3-chlorophenoxy)-2-oxopropylphosphonate, RF = 0.29 (ethyl acetate), RF = 0.58 (5% v/v methanol in methylene dichloride). Reaction SMILES: [CH2:50]1[CH2:51][CH2:52][NH:53][CH2:54][CH2:55]1.[CH2:56]1[O:57][CH2:58][CH2:59][CH2:60]1.[cH:1]1[c:2]2[c:13]([cH:14][cH:15][cH:16]1)-[c:8]1[c:7]([cH:12][cH:11][cH:10][cH:9]1)[CH:3]2[O:4][C:5](=[O:6])[NH:17][CH:18]([C:19](=[O:20])[NH:21][c:22]1[cH:23][cH:24][c:25]([CH2:26][CH:27]2[N:28]([C:40](=[O:41])[O:42][C:43]([CH3:44])([CH3:45])[CH3:46])[CH:29]([CH:32]([c:33]3[cH:34][cH:35][cH:36][cH:37][cH:38]3)[OH:39])[CH2:30][CH2:31]2)[cH:47][cH:48]1)[CH3:49]>>[NH2:17][CH:18]([C:19](=[O:20])[NH:21][c:22]1[cH:23][cH:24][c:25]([CH2:26][CH:27]2[N:28]([C:40](=[O:41])[O:42][C:43]([CH3:44])([CH3:45])[CH3:46])[CH:29]([CH:32]([c:33]3[cH:34][cH:35][cH:36][cH:37][cH:38]3)[OH:39])[CH2:30][CH2:31]2)[cH:47][cH:48]1)[CH3:49]. Product: CC(N)C(=O)Nc1ccc(CC2CCC(C(O)c3ccccc3)N2C(=O)OC(C)(C)C)cc1. Starting materials: C1CCNCC1, C1CCOC1, CC(NC(=O)OC1c2ccccc2-c2ccccc21)C(=O)Nc1ccc(CC2CCC(C(O)c3ccccc3)N2C(=O)OC(C)(C)C)cc1.